This data is from the Open Reaction Database (ORD), a public repository of structured organic reaction records. The task is: describe an organic reaction: reactants, conditions, products, and yield Reactants: CS(=O)(=O)Cl, CCN(C(C)C)C(C)C, OCc1cc(Cl)cc(OC(F)(F)F)c1, ClCCl. Product: CS(=O)(=O)OCc1cc(Cl)cc(OC(F)(F)F)c1. RXN SMILES: [CH3:24][S:25]([Cl:26])(=[O:27])=[O:28].[CH:15]([N:16]([CH2:17][CH3:18])[CH:19]([CH3:20])[CH3:21])([CH3:22])[CH3:23].[Cl:1][c:2]1[cH:3][c:4]([CH2:5][OH:6])[cH:7][c:8]([O:10][C:11]([F:12])([F:13])[F:14])[cH:9]1.[Cl:29][CH2:30][Cl:31]>>[Cl:1][c:2]1[cH:3][c:4]([CH2:5][O:6][S:25]([CH3:24])(=[O:27])=[O:28])[cH:7][c:8]([O:10][C:11]([F:12])([F:13])[F:14])[cH:9]1. The reactants are ClC1=CC=C(C=C1)S(=O)(=O)CC(C(=O)O)CS(=O)(=O)C1=CC=C(C=C1)Cl (2-(4-chlorobenzenesulfonylmethyl)-3-(4-chlorobenzenesulfonyl)-propionic acid), O.ON1N=NC2=C1C=CC=C2 (1-hydroxybenzotriazole hydrate), 1-(3-dimethylaminopropyl)-3-ethylcarbodiinde hydrochloride, Cl.NO (hydroxylamine hydrochloride), CN1CCOCC1 (4-methylmorpholine). Run in CN(C=O)C (dimethylformamide). Reaction conditions: time 20 minute. Product: ONC(C(CS(=O)(=O)C1=CC=C(C=C1)Cl)CS(=O)(=O)C1=CC=C(C=C1)Cl)=O (N-hydroxy-2-[(4chlorobenzenesulfonyl)methyl]-3-(4-chlorobenzenesulfonyl)-propionamide). As a reaction SMILES: [Cl:1][C:2]1[CH:7]=[CH:6][C:5]([S:8]([CH2:11][CH:12]([CH2:16][S:17]([C:20]2[CH:25]=[CH:24][C:23]([Cl:26])=[CH:22][CH:21]=2)(=[O:19])=[O:18])[C:13](O)=[O:14])(=[O:10])=[O:9])=[CH:4][CH:3]=1.O.[OH:28][N:29]1C2C=CC=CC=2N=N1.Cl.NO.CN1CCOCC1>CN(C)C=O>[OH:28][NH:29][C:13](=[O:14])[CH:12]([CH2:16][S:17]([C:20]1[CH:25]=[CH:24][C:23]([Cl:26])=[CH:22][CH:21]=1)(=[O:19])=[O:18])[CH2:11][S:8]([C:5]1[CH:6]=[CH:7][C:2]([Cl:1])=[CH:3][CH:4]=1)(=[O:10])=[O:9] |f:1.2,3.4|. Procedure details: A mixture of 2-(4-chlorobenzenesulfonylmethyl)-3-(4-chlorobenzenesulfonyl)-propionic acid (0.52 g, 1.1 mmol), 1-hydroxybenzotriazole hydrate (0.16 g, 1.2 mmol), 1-(3-dimethylaminopropyl)-3-ethylcarbodiinde hydrochloride (0.25 g, 1.3 mmol), and hydroxylamine hydrochloride (0.083 g, 1.2 mmol) is stirred in an ice bath for 20 minutes and 4-methylmorpholine (0.28 mL, 2.5 mmol) in dimethylformamide (10 mL) is added. After stirring overnight at ambient temperature, the mixture is partitioned between e...